This data is from the Open Reaction Database (ORD), a public repository of structured organic reaction records. The task is: describe an organic reaction: reactants, conditions, products, and yield Reactants: N1=NC(=CC=C1)C1=CC=C(C=O)C=C1 (4-(3-Pyridazinyl)benzaldehyde), N1(N=CC=C1)C1=CC=C(C=O)C=C1 (4-(1H-pyrazol-1-yl)-benzaldehyde). Yields the product N1=NC(=CC=C1)C1=CC=C(C=C1)/C=C/C=O ((2E)-3-[4-(3-Pyridazinyl)phenyl]-2-propenal). RXN SMILES: [N:1]1[CH:6]=[CH:5][CH:4]=[C:3]([C:7]2[CH:14]=[CH:13][C:10]([CH:11]=O)=[CH:9][CH:8]=2)[N:2]=1.N1(C2C=C[C:23]([CH:24]=[O:25])=CC=2)C=CC=N1>>[N:1]1[CH:6]=[CH:5][CH:4]=[C:3]([C:7]2[CH:14]=[CH:13][C:10](/[CH:11]=[CH:23]/[CH:24]=[O:25])=[CH:9][CH:8]=2)[N:2]=1. Procedure details: The title compound was prepared by a procedure analogous to Reference Example 30 by substituting 4-(3-pyridazinyl)benzaldehyde (prepared as described in Reference Example 16) for the 4-(1H-pyrazol-1-yl)-benzaldehyde of Reference Example 30. MS 211 (M+H)+. Starting materials: ClC1=NC=CC(=N1)C1=C(N=C(S1)CC)C=1C(=C(C=CC1)NS(=O)(=O)C1=C(C=CC=C1F)F)F (N-{3-[5-(2-chloro-4-pyrimidinyl)-2-ethyl-1,3-thiazol-4-yl]-2-fluorophenyl}-2,6-difluorobenzenesulfonamide), [OH-].[NH4+] (ammonium hydroxide). Yields the product NC1=NC=CC(=N1)C1=C(N=C(S1)CC)C=1C(=C(C=CC1)NS(=O)(=O)C1=C(C=CC=C1F)F)F (N-{3-[5-(2-amino-4-pyrimidinyl)-2-ethyl-1,3-thiazol-4-yl]-2-fluorophenyl}-2,6-difluorobenzenesulfonamide), solid. Isolated yield 51.0%. Reaction SMILES: Cl[C:2]1[N:7]=[C:6]([C:8]2[S:12][C:11]([CH2:13][CH3:14])=[N:10][C:9]=2[C:15]2[C:16]([F:33])=[C:17]([NH:21][S:22]([C:25]3[C:30]([F:31])=[CH:29][CH:28]=[CH:27][C:26]=3[F:32])(=[O:24])=[O:23])[CH:18]=[CH:19][CH:20]=2)[CH:5]=[CH:4][N:3]=1.[OH-].[NH4+:35]>>[NH2:35][C:2]1[N:7]=[C:6]([C:8]2[S:12][C:11]([CH2:13][CH3:14])=[N:10][C:9]=2[C:15]2[C:16]([F:33])=[C:17]([NH:21][S:22]([C:25]3[C:30]([F:31])=[CH:29][CH:28]=[CH:27][C:26]=3[F:32])(=[O:24])=[O:23])[CH:18]=[CH:19][CH:20]=2)[CH:5]=[CH:4][N:3]=1 |f:1.2|. Reported procedure: Following a procedure analogous to the procedure described in Example 52, Step B using N-{3-[5-(2-chloro-4-pyrimidinyl)-2-ethyl-1,3-thiazol-4-yl]-2-fluorophenyl}-2,6-difluorobenzenesulfonamide (100 mg, 0.196 mmol) and ammonium hydroxide (3 mL, 77 mmol), the title compound was obtained as an off-white solid (52 mg, 51% yield). MS (ESI): 492 [M+H]+.